This data is from the Open Reaction Database (ORD), a public repository of structured organic reaction records. The task is: describe an organic reaction: reactants, conditions, products, and yield The reactants are [Al+3], C1CCOC1, COC(=O)c1cc2ccccc2cn1, [H-], [H-], [H-], [H-], [Li+]. The product is O=Cc1cc2ccccc2cn1. Reaction SMILES: [Al+3:16].[CH2:21]1[O:22][CH2:23][CH2:24][CH2:25]1.[CH3:1][O:2][C:3](=[O:4])[c:5]1[n:6][cH:7][c:8]2[cH:9][cH:10][cH:11][cH:12][c:13]2[cH:14]1.[H-:15].[H-:18].[H-:19].[H-:20].[Li+:17]>>[O:2]=[CH:3][c:5]1[n:6][cH:7][c:8]2[cH:9][cH:10][cH:11][cH:12][c:13]2[cH:14]1. Starting materials: O=C1CN(c2cccc(-n3cc(-c4ccc(Cl)cc4Cl)nc3Cc3ccc(Br)cc3)c2)S(=O)(=O)N1, C[Si](C)(C)CCOCCl. Yields the product C[Si](C)(C)CCOCN1C(=O)CN(c2cccc(-n3cc(-c4ccc(Cl)cc4Cl)nc3Cc3ccc(Br)cc3)c2)S1(=O)=O. As a reaction SMILES: [Br:1][c:2]1[cH:3][cH:4][c:5]([CH2:6][c:7]2[n:8](-[c:20]3[cH:21][c:22]([N:26]4[CH2:27][C:28](=[O:33])[NH:29][S:30]4(=[O:31])=[O:32])[cH:23][cH:24][cH:25]3)[cH:9][c:10](-[c:12]3[c:13]([Cl:19])[cH:14][c:15]([Cl:18])[cH:16][cH:17]3)[n:11]2)[cH:34][cH:35]1.[CH3:36][Si:37]([CH2:38][CH2:39][O:40][CH2:41][Cl:42])([CH3:43])[CH3:44]>>[Br:1][c:2]1[cH:3][cH:4][c:5]([CH2:6][c:7]2[n:8](-[c:20]3[cH:21][c:22]([N:26]4[CH2:27][C:28](=[O:33])[N:29]([CH2:41][O:40][CH2:39][CH2:38][Si:37]([CH3:36])([CH3:43])[CH3:44])[S:30]4(=[O:31])=[O:32])[cH:23][cH:24][cH:25]3)[cH:9][c:10](-[c:12]3[c:13]([Cl:19])[cH:14][c:15]([Cl:18])[cH:16][cH:17]3)[n:11]2)[cH:34][cH:35]1. Starting materials: CC(C)(C)OC(=O)N1CC2CC1CN2, CC(C)(C)[O-], O=C(C=Cc1ccccc1)C=Cc1ccccc1, O=C(C=Cc1ccccc1)C=Cc1ccccc1, O=C(C=Cc1ccccc1)C=Cc1ccccc1, O=C(C=Cc1ccccc1)C=Cc1ccccc1, O=S(=O)(c1ccccc1)c1cnc2c(I)cccc2c1, [Na+], [Pd], [Pd]. Product: CC(C)(C)OC(=O)N1CC2CC1CN2c1cccc2cc(S(=O)(=O)c3ccccc3)cnc12. Reaction SMILES: [C:21]([CH3:22])([CH3:23])([CH3:24])[O:25][C:26](=[O:27])[N:28]1[CH:29]2[CH2:30][NH:31][CH:32]([CH2:33]1)[CH2:34]2.[CH3:35][C:36]([CH3:37])([O-:38])[CH3:39].[CH:41](=[CH:42][C:43]([CH:44]=[CH:45][c:46]1[cH:47][cH:48][cH:49][cH:50][cH:51]1)=[O:52])[c:53]1[cH:54][cH:55][cH:56][cH:57][cH:58]1.[CH:59](=[CH:60][C:61]([CH:62]=[CH:63][c:64]1[cH:65][cH:66][cH:67][cH:68][cH:69]1)=[O:70])[c:71]1[cH:72][cH:73][cH:74][cH:75][cH:76]1.[CH:77](=[CH:78][C:79]([CH:80]=[CH:81][c:82]1[cH:83][cH:84][cH:85][cH:86][cH:87]1)=[O:88])[c:89]1[cH:90][cH:91][cH:92][cH:93][cH:94]1.[CH:95](=[CH:96][C:97]([CH:98]=[CH:99][c:100]1[cH:101][cH:102][cH:103][cH:104][cH:105]1)=[O:106])[c:107]1[cH:108][cH:109][cH:110][cH:111][cH:112]1.[I:1][c:2]1[cH:3][cH:4][cH:5][c:6]2[cH:7][c:8]([S:12](=[O:13])(=[O:14])[c:15]3[cH:16][cH:17][cH:18][cH:19][cH:20]3)[cH:9][n:10][c:11]12.[Na+:40].[Pd:113].[Pd:114]>>[c:2]1([N:31]2[CH2:30][CH:29]3[N:28]([C:26]([O:25][C:21]([CH3:22])([CH3:23])[CH3:24])=[O:27])[CH2:33][CH:32]2[CH2:34]3)[cH:3][cH:4][cH:5][c:6]2[cH:7][c:8]([S:12](=[O:13])(=[O:14])[c:15]3[cH:16][cH:17][cH:18][cH:19][cH:20]3)[cH:9][n:10][c:11]12. Starting materials: FC1=C(C=CC(=C1)I)NC1=C(C(=O)O)C=CN=C1 (3-[(2-fluoro-4-iodophenyl)amino]isonicotinic acid), FC1=C(C=CC(=C1)I)NC1=C(C(=O)O)C=CN=C1 (3-[(2-fluoro-4-iodophenyl)amino]isonicotinic acid), C(C)(C)(C)OC(=O)NN (hydrazinecarboxylic acid tert-butylester). Yields the product FC1=C(C=CC(=C1)I)NC1=C(C(=O)NNC(=O)OC(C)(C)C)C=CN=C1 (tert-butyl 2-{3-[(2-fluoro-4-iodophenyl)amino]isonicotinoyl}hydrazine-carboxylate). Reaction SMILES: [F:1][C:2]1[CH:7]=[C:6]([I:8])[CH:5]=[CH:4][C:3]=1[NH:9][C:10]1[CH:18]=[N:17][CH:16]=[CH:15][C:11]=1[C:12]([OH:14])=O.[C:19]([O:23][C:24]([NH:26][NH2:27])=[O:25])([CH3:22])([CH3:21])[CH3:20]>>[F:1][C:2]1[CH:7]=[C:6]([I:8])[CH:5]=[CH:4][C:3]=1[NH:9][C:10]1[CH:18]=[N:17][CH:16]=[CH:15][C:11]=1[C:12]([NH:27][NH:26][C:24]([O:23][C:19]([CH3:22])([CH3:21])[CH3:20])=[O:25])=[O:14]. Procedure details: tert-butyl 2-{3-[(2-fluoro-4-iodophenyl)amino]isonicotinoyl}hydrazine-carboxylate was synthesized according to the procedure for General Method 1, outlined above, starting with 3 mmol of 3-[(2-fluoro-4-iodophenyl)amino]isonicotinic acid (intermediate 1) and 5 mmol of hydrazinecarboxylic acid tert-butylester. LC/MS [9.37 min; 473 (M+1)]